This data is from the Open Reaction Database (ORD), a public repository of structured organic reaction records. The task is: describe an organic reaction: reactants, conditions, products, and yield Reactants: BrC=1C=CC=C2C=CCC12 (7-bromoindene), BrN1C(CCC1=O)=O (N-bromosuccinimide), O.C1(=CC=C(C=C1)S(=O)(=O)O)C (p-toluenesulfonic acid hydrate). The solvent is CS(=O)C (dimethyl sulfoxide), O (water), C(C)OCC (diethyl ether), O (water), C(C)OCC (diethyl ether), O (water). Reaction conditions: time 1 hour. Yields the product BrC=1CC2=C(C=CC=C2C1)Br (2,7-dibromoindene). Isolated yield 67.1%. As a reaction SMILES: [Br:1][C:2]1[CH:3]=[CH:4][CH:5]=[C:6]2[C:10]=1[CH2:9][CH:8]=[CH:7]2.[Br:11]N1C(=O)CCC1=O.O.C1(C)C=CC(S(O)(=O)=O)=CC=1>CS(C)=O.C(OCC)C.O>[Br:11][C:8]1[CH2:9][C:10]2[C:6]([CH:7]=1)=[CH:5][CH:4]=[CH:3][C:2]=2[Br:1] |f:2.3|. Procedure: Using a 200 ml Erlenmeyer flask, 7.00 g (35.89 millimoles) of 7-bromoindene produced by the method described in J. Org. Chem. 49, 4226–4237(1984) was dissolved in a mixed solvent of 1.42 g (79.00 millimoles) of distilled water and 70 ml of dimethyl sulfoxide. To this reaction solution there was added 7.67 g (43.07 millimoles) of N-bromosuccinimide while cooling on ice, and the mixture was then stirred for one hour at room temperature. After hydrolysis with distilled water while cooling on ice, e... Reactants: FC1=CC=C(OC2=CC=C(C=C2)O)C=C1 (p-(p-fluorophenoxy)phenol), BrC(C(=O)OCC)C (ethyl 2-bromopropionate), C([O-])([O-])=O.[K+].[K+] (potassium carbonate). Run in CC(=O)C (acetone). Yields the product FC1=CC=C(OC2=CC=C(OC(C(=O)OCC)C)C=C2)C=C1 (ethyl 2-[p-(p-fluorophenoxy)phenoxy]-propionate). As a reaction SMILES: [F:1][C:2]1[CH:15]=[CH:14][C:5]([O:6][C:7]2[CH:12]=[CH:11][C:10]([OH:13])=[CH:9][CH:8]=2)=[CH:4][CH:3]=1.Br[CH:17]([CH3:23])[C:18]([O:20][CH2:21][CH3:22])=[O:19].C(=O)([O-])[O-].[K+].[K+]>CC(C)=O>[F:1][C:2]1[CH:15]=[CH:14][C:5]([O:6][C:7]2[CH:12]=[CH:11][C:10]([O:13][CH:17]([CH3:23])[C:18]([O:20][CH2:21][CH3:22])=[O:19])=[CH:9][CH:8]=2)=[CH:4][CH:3]=1 |f:2.3.4|. Procedure: A mixture of 5 g of p-(p-fluorophenoxy)phenol, 5.1 g of ethyl 2-bromopropionate and 4 g of potassium carbonate is stirred at reflux temperature in 25 ml of acetone for 24 hours. After evaporation of the solvent the residue is taken up in 100 ml of diethyl ether and 100 ml of water. The ether phase is washed with semi-saturated and saturated sodium chloride solution, dried over anhydrous sodium sulfate and evaporated. The residue is purified by chromatography on silica gel with n-hexane/ethyl ace... Starting materials: CNC(=O)C=1N(C(=CC(C1OCC1=CC=CC=C1)=O)CNS(=O)(=O)C=1C(=CC=CC1)C)C (3-benzyloxy-1-methyl-4-oxo-6-[(toluene-2-sulfonylamino)-methyl]-1,4-dihydro-pyridine-2-carboxylic acid methylamide), C1(=CC=CC=C1)S(=O)(=O)C(C1=CC(C(=C(N1C)C(=O)O)O)=O)N (6-(benzene sulfonyl amino-methyl)-3-hydroxy-1-methyl-4-oxo-1,4-dihydro-pyridine-2-carboxylic acid). Product: CNC(=O)C=1N(C(=CC(C1O)=O)CNS(=O)(=O)C=1C(=CC=CC1)C)C (3-Hydroxy-1-methyl-4-oxo-6-[(toluene-2-sulfonylamino)-methyl]-1,4-dihydro-pyridine-2-carboxylic acid methylamide). The yield is 35.5%. Reported procedure: 3-Hydroxy-1-methyl-4-oxo-6-[(toluene-2-sulfonylamino)-methyl]-1,4-dihydro-pyridine-2-carboxylic acid methylamide (16-02) (40.0 mg, 35.50%, purified by Prep-HPLC) was synthesized as an off white solid from 3-benzyloxy-1-methyl-4-oxo-6-[(toluene-2-sulfonylamino)-methyl]-1,4-dihydro-pyridine-2-carboxylic acid methylamide (15-02) (140.0 mg, 0.308 mmol) following the procedure described for 6-(benzene sulfonyl amino-methyl)-3-hydroxy-1-methyl-4-oxo-1,4-dihydro-pyridine-2-carboxylic acid (14-01). Reaction SMILES: [CH3:1][NH:2][C:3]([C:5]1[N:6]([CH3:32])[C:7]([CH2:20][NH:21][S:22]([C:25]2[C:26]([CH3:31])=[CH:27][CH:28]=[CH:29][CH:30]=2)(=[O:24])=[O:23])=[CH:8][C:9](=[O:19])[C:10]=1[O:11]CC1C=CC=CC=1)=[O:4].C1(S(C(N)C2N(C)C(C(O)=O)=C(O)C(=O)C=2)(=O)=O)C=CC=CC=1>>[CH3:1][NH:2][C:3]([C:5]1[N:6]([CH3:32])[C:7]([CH2:20][NH:21][S:22]([C:25]2[C:26]([CH3:31])=[CH:27][CH:28]=[CH:29][CH:30]=2)(=[O:23])=[O:24])=[CH:8][C:9](=[O:19])[C:10]=1[OH:11])=[O:4]. Starting materials: C(C1=CC=CC=C1)Br (benzyl bromide), [OH-].[Na+] (sodium hydroxide), C(C)OC(=O)C1(CCN(CC1)C(=O)OC(C)(C)C)CC1=CC=CC=C1 (N-tert-butyloxycarbonyl-4-benzylpiperidine-4-carboxylic acid ethyl ester), S(=O)(=O)(O)[O-].[Na+] (sodium hydrogen sulfate). Solvent: C(C)O (ethanol), O (Water). Yields the product C(C)(C)(C)OC(=O)N1CCC(CC1)(C(=O)O)CC1=CC=CC=C1 (N-tert-butyloxycarbonyl-4-benzylpiperidine-4-carboxylic acid). Reaction SMILES: C([O:3][C:4]([C:6]1([CH2:19][C:20]2[CH:25]=[CH:24][CH:23]=[CH:22][CH:21]=2)[CH2:11][CH2:10][N:9]([C:12]([O:14][C:15]([CH3:18])([CH3:17])[CH3:16])=[O:13])[CH2:8][CH2:7]1)=[O:5])C.C(Br)C1C=CC=CC=1.[OH-].[Na+].S([O-])(O)(=O)=O.[Na+]>C(O)C.O>[C:15]([O:14][C:12]([N:9]1[CH2:10][CH2:11][C:6]([CH2:19][C:20]2[CH:21]=[CH:22][CH:23]=[CH:24][CH:25]=2)([C:4]([OH:5])=[O:3])[CH2:7][CH2:8]1)=[O:13])([CH3:18])([CH3:16])[CH3:17] |f:2.3,4.5|. Procedure: N-tert-butyloxycarbonyl-4-benzylpiperidine-4-carboxylic acid ethyl ester (prepared as in Gilligan et al J. Med. Chem. 1994, 364-370 using benzyl bromide as the alkylating agent) (11.0 g; 32 mmol) was refluxed for 7 h. in a mixture of ethanol (190 ml) and aqueous sodium hydroxide (18% 190 ml). The volume was reduced to a third in vacuo and pH was adjusted to 3 with sodium hydrogen sulfate. Water (300 ml) was added and the mixture was extracted with ethylacetate (2×250 ml). The combined organic ph...